This data is from the Open Reaction Database (ORD), a public repository of structured organic reaction records. The task is: describe an organic reaction: reactants, conditions, products, and yield Starting materials: COC1=CC2=C(CC(N(CC2)CCCCl)=O)C=C1OC (3-(7,8-dimethoxy-1,3,4,5-tetrahydro-2H-3-benzazepin-2-on-3-yl)-1-chloropropane), C1(=CC=CC=C1)NCCNC (N-(2-phenylaminoethyl)-methylamine), O (water). Solvent: C(C)OCC (diethylether). The product is COC1=CC2=C(CC(N(CC2)CCCN(CCNC2=CC=CC=C2)C)=O)C=C1OC (N-[3-(7,8-Dimethoxy-1,3,4,5-tetrahydro-2H-3-benzazepin-2-on-3-yl)-propyl]-N-(2-phenylaminoethyl)-methylamine). RXN SMILES: [CH3:1][O:2][C:3]1[C:18]([O:19][CH3:20])=[CH:17][C:6]2[CH2:7][C:8](=[O:16])[N:9]([CH2:12][CH2:13][CH2:14]Cl)[CH2:10][CH2:11][C:5]=2[CH:4]=1.[C:21]1([NH:27][CH2:28][CH2:29][NH:30][CH3:31])[CH:26]=[CH:25][CH:24]=[CH:23][CH:22]=1.O>C(OCC)C>[CH3:1][O:2][C:3]1[C:18]([O:19][CH3:20])=[CH:17][C:6]2[CH2:7][C:8](=[O:16])[N:9]([CH2:12][CH2:13][CH2:14][N:30]([CH3:31])[CH2:29][CH2:28][NH:27][C:21]3[CH:26]=[CH:25][CH:24]=[CH:23][CH:22]=3)[CH2:10][CH2:11][C:5]=2[CH:4]=1. Procedure details: Here, 3-(7,8-dimethoxy-1,3,4,5-tetrahydro-2H-3-benzazepin-2-on-3-yl)-1-chloropropane (9 g, 0.0336 mol) is heated to 130° C. for 30 minutes with N-(2-phenylaminoethyl)-methylamine (11 g, 0.073 mol). After cooling, the reaction mixture is distributed between water and diethylether. The organic phase is separated, dried over sodium sulfate and concentrated by evaporation. The residue is recrystallized from toluene/petroleum ether.